Dataset: the Open Reaction Database (ORD), a public repository of structured organic reaction records. Task: describe an organic reaction: reactants, conditions, products, and yield RXN SMILES: Cl[CH2:2][C:3]#[N:4].[CH3:5][P:6](=O)([O:10]CC)[O:7][CH2:8][CH3:9]>>[C:3]([CH2:2][P:6]([CH3:5])(=[O:10])[O:7][CH2:8][CH3:9])#[N:4]. Yield: 95.0%. Reported procedure: 226.5 g (3 mol) of chloroacetonitrile were heated to 60° C. 470 g (3.53 mol) of diethyl methylphosphonate were added dropwise over a period of 3 hours at 70° to 80° C. During this step heating was not necessary; the reaction was exothermic. Ethyl chloride was collected in a down-stream cold trap. After the dropwise addition was finished, the mixture was slowly heated to 125° C. and kept at this temperature until no more waste gas (ethyl chloride) could be detected. The mixture was subsequently c... Yields the product C(#N)CP(OCC)(=O)C (Ethyl cyanomethyl-methylphosphinate). Conditions: temperature 125 celsius. The reactants are ClCC#N (chloroacetonitrile), CP(OCC)(OCC)=O (diethyl methylphosphonate), ClCC#N (chloroacetonitrile). Product: O=C(O)c1cc(C(F)(F)F)cc(S(=O)(=O)N2CCCC2)c1. Starting materials: C1CCNC1, O=C(O)c1cc(C(F)(F)F)cc(S(=O)(=O)Cl)c1, ClCCl. As a reaction SMILES: [CH2:18]1[CH2:19][CH2:20][NH:21][CH2:22]1.[Cl:1][S:2](=[O:3])(=[O:4])[c:5]1[cH:6][c:7]([C:8](=[O:9])[OH:10])[cH:11][c:12]([C:14]([F:15])([F:16])[F:17])[cH:13]1.[Cl:23][CH2:24][Cl:25]>>[S:2](=[O:3])(=[O:4])([c:5]1[cH:6][c:7]([C:8](=[O:9])[OH:10])[cH:11][c:12]([C:14]([F:15])([F:16])[F:17])[cH:13]1)[N:21]1[CH2:20][CH2:19][CH2:18][CH2:22]1. Reactants: N#Cc1cccc(O)c1, CC1CN(Cc2ccc(N(C)C(=O)c3ccc(Cl)nc3)cc2)CCN1C(=O)OC(C)(C)C, CC1CN(Cc2ccc(N(C)C(=O)c3ccc(Oc4ccccc4F)nc3)cc2)CCN1C(=O)OC(C)(C)C. The product is CC1CN(Cc2ccc(N(C)C(=O)c3ccc(Oc4cccc(C#N)c4)nc3)cc2)CCN1C(=O)OC(C)(C)C. As a reaction SMILES: [C:33](#[N:34])[c:35]1[cH:36][c:37]([OH:41])[cH:38][cH:39][cH:40]1.[Cl:1][c:2]1[cH:3][cH:4][c:5]([C:8](=[O:9])[N:10]([c:11]2[cH:12][cH:13][c:14]([CH2:17][N:18]3[CH2:19][CH:20]([CH3:31])[N:21]([C:24](=[O:25])[O:26][C:27]([CH3:28])([CH3:29])[CH3:30])[CH2:22][CH2:23]3)[cH:15][cH:16]2)[CH3:32])[cH:6][n:7]1.[F:42][c:43]1[cH:44][cH:45][cH:46][cH:47][c:48]1[O:49][c:50]1[n:51][cH:52][c:53]([C:54]([N:55]([CH3:56])[c:57]2[cH:58][cH:59][c:60]([CH2:61][N:62]3[CH2:63][CH2:64][N:65]([C:66]([O:67][C:68]([CH3:69])([CH3:70])[CH3:71])=[O:72])[CH:73]([CH3:74])[CH2:75]3)[cH:76][cH:77]2)=[O:78])[cH:79][cH:80]1>>[c:2]1([O:41][c:37]2[cH:36][c:35]([C:33]#[N:34])[cH:40][cH:39][cH:38]2)[cH:3][cH:4][c:5]([C:8](=[O:9])[N:10]([c:11]2[cH:12][cH:13][c:14]([CH2:17][N:18]3[CH2:19][CH:20]([CH3:31])[N:21]([C:24](=[O:25])[O:26][C:27]([CH3:28])([CH3:29])[CH3:30])[CH2:22][CH2:23]3)[cH:15][cH:16]2)[CH3:32])[cH:6][n:7]1. Starting materials: CO, Cl, c1ccc(OCc2ccccc2-c2cnc(N=C(c3ccccc3)c3ccccc3)s2)cc1. The product is Nc1ncc(-c2ccccc2COc2ccccc2)s1. As a reaction SMILES: [CH3:35][OH:36].[ClH:1].[O:2]([c:3]1[cH:4][cH:5][cH:6][cH:7][cH:8]1)[CH2:9][c:10]1[c:11](-[c:16]2[cH:17][n:18][c:19]([N:21]=[C:22]([c:23]3[cH:24][cH:25][cH:26][cH:27][cH:28]3)[c:29]3[cH:30][cH:31][cH:32][cH:33][cH:34]3)[s:20]2)[cH:12][cH:13][cH:14][cH:15]1>>[O:2]([c:3]1[cH:4][cH:5][cH:6][cH:7][cH:8]1)[CH2:9][c:10]1[c:11](-[c:16]2[cH:17][n:18][c:19]([NH2:21])[s:20]2)[cH:12][cH:13][cH:14][cH:15]1.